Task: describe an organic reaction: reactants, conditions, products, and yield. Dataset: the Open Reaction Database (ORD), a public repository of structured organic reaction records Reactants: NC=1SC(=C(N1)C(=O)OCC)\C=C/SC(C1=CC=CC=C1)(C1=CC=CC=C1)C1=CC=CC=C1 (2-amino-4-ethoxycarbonyl-5-((Z)-2-tritylthioethen-1-yl)thiazole), N.O1CCOCC1 (ammonia dioxane). Yields the product NC=1SC(=C(N1)C(N)=O)\C=C/SC(C1=CC=CC=C1)(C1=CC=CC=C1)C1=CC=CC=C1 (2-Amino-4-carbamoyl-5-((Z)-2-tritylthioethen-1-yl)thiazole). RXN SMILES: [NH2:1][C:2]1[S:3][C:4](/[CH:12]=[CH:13]\[S:14][C:15]([C:28]2[CH:33]=[CH:32][CH:31]=[CH:30][CH:29]=2)([C:22]2[CH:27]=[CH:26][CH:25]=[CH:24][CH:23]=2)[C:16]2[CH:21]=[CH:20][CH:19]=[CH:18][CH:17]=2)=[C:5]([C:7](OCC)=[O:8])[N:6]=1.[NH3:34].O1CCOCC1>>[NH2:1][C:2]1[S:3][C:4](/[CH:12]=[CH:13]\[S:14][C:15]([C:22]2[CH:27]=[CH:26][CH:25]=[CH:24][CH:23]=2)([C:28]2[CH:29]=[CH:30][CH:31]=[CH:32][CH:33]=2)[C:16]2[CH:21]=[CH:20][CH:19]=[CH:18][CH:17]=2)=[C:5]([C:7](=[O:8])[NH2:34])[N:6]=1 |f:1.2|. Reported procedure: In the same manner as in step b) in Example 3 and step c) in Example 3, 197 mg of the title compound was prepared from 501 mg of 2-amino-4-ethoxycarbonyl-5-((Z)-2-tritylthioethen-1-yl)thiazole and 8 ml of a 0.5 M ammonia/dioxane solution. Starting materials: CC1=C(C=CC(=C1)N1C[C@H](CC1)N1[C@H](CCC1)C)N (2-methyl-4-(2-(S)-methyl-[1,3′(S)]bipyrrolidinyl-1′-yl)-phenylamine), FC=1C=CC(=C(C(=O)Cl)C1)C(F)(F)F (5-fluoro-2-trifluoromethyl-benzoyl chloride). Product: FC=1C=CC(=C(C(=O)NC2=C(C=C(C=C2)N2CC(CC2)N2C(CCC2)C)C)C1)C (5-Fluoro-2-methyl-N-[2-methyl-4-(2-methyl-[1,3′]bipyrrolidinyl-1′-yl)-phenyl]-benzamide). As a reaction SMILES: [CH3:1][C:2]1[CH:7]=[C:6]([N:8]2[CH2:12][CH2:11][C@H:10]([N:13]3[CH2:17][CH2:16][CH2:15][C@@H:14]3[CH3:18])[CH2:9]2)[CH:5]=[CH:4][C:3]=1[NH2:19].[F:20][C:21]1[CH:22]=[CH:23][C:24]([C:30](F)(F)F)=[C:25]([CH:29]=1)[C:26](Cl)=[O:27]>>[F:20][C:21]1[CH:22]=[CH:23][C:24]([CH3:30])=[C:25]([CH:29]=1)[C:26]([NH:19][C:3]1[CH:4]=[CH:5][C:6]([N:8]2[CH2:12][CH2:11][CH:10]([N:13]3[CH2:17][CH2:16][CH2:15][CH:14]3[CH3:18])[CH2:9]2)=[CH:7][C:2]=1[CH3:1])=[O:27]. Reported procedure: The title compound was prepared in a manner substantially the same as Example 1 by coupling 2-methyl-4-(2-(S)-methyl-[1,3′(S)]bipyrrolidinyl-1′-yl)-phenylamine with 5-fluoro-2-trifluoromethyl-benzoyl chloride. LCMS: RT=2.53 minutes, MS: 450 (M+H). Starting materials: ClC1=C(C=C2CC(C(C2=C1Cl)=O)(CCC)CC=C(C)Cl)O (6,7-Dichloro-2-(3-chloro-2-butenyl)-2,3-dihydro-5-hydroxy-2-propyl-1H-inden-1-one), C([O-])([O-])=O.[K+].[K+] (potassium carbonate), FC(S(=O)(=O)Cl)(F)F (trifluoromethanesulfonyl chloride). Solvent: CN(C=O)C (dimethylformamide). Conditions: temperature 10 celsius. Yields the product ClC1=C(C=C2CC(C(C2=C1Cl)=O)(CCC)CC=C(C)Cl)OS(=O)(=O)C(F)(F)F (6,7-Dichloro-2-(3-chloro-2-butenyl)-2,3-dihydro-2-propyl-5-trifluoromethanesulfonyloxy-1H-inden-1-one). Yield: 98.1%. Reaction SMILES: [Cl:1][C:2]1[C:10]([Cl:11])=[C:9]2[C:5]([CH2:6][C:7]([CH2:16][CH:17]=[C:18]([Cl:20])[CH3:19])([CH2:13][CH2:14][CH3:15])[C:8]2=[O:12])=[CH:4][C:3]=1[OH:21].C(=O)([O-])[O-].[K+].[K+].[F:28][C:29]([F:35])([F:34])[S:30](Cl)(=[O:32])=[O:31]>CN(C)C=O>[Cl:1][C:2]1[C:10]([Cl:11])=[C:9]2[C:5]([CH2:6][C:7]([CH2:16][CH:17]=[C:18]([Cl:20])[CH3:19])([CH2:13][CH2:14][CH3:15])[C:8]2=[O:12])=[CH:4][C:3]=1[O:21][S:30]([C:29]([F:35])([F:34])[F:28])(=[O:32])=[O:31] |f:1.2.3|. Reported procedure: 6,7-Dichloro-2-(3-chloro-2-butenyl)-2,3-dihydro-5-hydroxy-2-propyl-1H-inden-1-one (24.5 g, 0.0716 mole) was stirred for 11/4 hours at 25° C. in a mixture of potassium carbonate (29.7 g, 0.215 mole) in dimethylformamide (85 ml). The suspension was cooled to 10° C. and trifluoromethanesulfonyl chloride (14.6 g, 0.087 mole) was added. The mixture was stirred 1/3 hour at 10° C., 11/2 hours at 25° C. and then poured over ice and extracted with diethyl ether. The organic extracts were washed with wate...